From a dataset of the Open Reaction Database (ORD), a public repository of structured organic reaction records. describe an organic reaction: reactants, conditions, products, and yield Reactants: C1(CCCCC1)C1(CC(=CC(O1)=O)O)CCC1=CC=C(C=C1)O (6-cyclohexyl-4-hydroxy-6-[2-(4-hydroxy-phenyl)-ethyl]-5,6-dihydro-pyran-2-one), crude product, C(C)(C)(C)C1=C(C=C(C(=C1)OS(NCC)(=O)=O)C)SS(=O)(=O)C1=CC=C(C=C1)C (toluene-4-thiosulfonic acid S-(2-tert-butyl-4-ethylsulfamoyloxy-5-methyl-phenyl) ester), C(=O)([O-])[O-].[K+].[K+] (K2CO3). The solvent is CN(C)C=O (DMF). Reaction conditions: time 2.5 hour. The product is C(C)(C)(C)C=1C(=CC(=C(C1)OS(NCC)(=O)=O)C)SC=1C(OC(CC1O)(CCC1=CC=C(C=C1)O)C1CCCCC1)=O (Ethyl-sulfamic acid 5-tert-butyl-4-{6-cyclohexyl-4-hydroxy-6-[2-(4-hydroxy-phenyl)-ethyl]-2-oxo-5,6-dihydro-2H-pyran-3-ylsulfanyl}-2-methyl-phenyl ester). RXN SMILES: [CH:1]1([C:7]2([CH2:15][CH2:16][C:17]3[CH:22]=[CH:21][C:20]([OH:23])=[CH:19][CH:18]=3)[O:12][C:11](=[O:13])[CH:10]=[C:9]([OH:14])[CH2:8]2)[CH2:6][CH2:5][CH2:4][CH2:3][CH2:2]1.[C:24]([C:28]1[CH:33]=[C:32]([O:34][S:35](=[O:40])(=[O:39])[NH:36][CH2:37][CH3:38])[C:31]([CH3:41])=[CH:30][C:29]=1[S:42]S(C1C=CC(C)=CC=1)(=O)=O)([CH3:27])([CH3:26])[CH3:25].C([O-])([O-])=O.[K+].[K+]>CN(C=O)C>[C:24]([C:28]1[C:29]([S:42][C:10]2[C:11](=[O:13])[O:12][C:7]([CH:1]3[CH2:6][CH2:5][CH2:4][CH2:3][CH2:2]3)([CH2:15][CH2:16][C:17]3[CH:22]=[CH:21][C:20]([OH:23])=[CH:19][CH:18]=3)[CH2:8][C:9]=2[OH:14])=[CH:30][C:31]([CH3:41])=[C:32]([O:34][S:35](=[O:39])(=[O:40])[NH:36][CH2:37][CH3:38])[CH:33]=1)([CH3:27])([CH3:25])[CH3:26] |f:2.3.4|. Procedure: The title compound was prepared as described in General Method 9 from 6-cyclohexyl-4-hydroxy-6-[2-(4-hydroxy-phenyl)-ethyl]-5,6-dihydro-pyran-2-one (156 mg, 0.499 mmol; prepared in Example NN), toluene-4-thiosulfonic acid S-(2-tert-butyl-4-ethylsulfamoyloxy-5-methyl-phenyl) ester (prepared in Example VVV; 250 mg, 0.546 mmol), K2CO3 (303 mg, 2.195 mmol), and DMF (4 mL). The reaction was stirred at room temperature for 2.5 hours and then worked up in the usual manner. The crude product was flash c... The reactants are [OH-].[Na+] (NaOH), C(C)OC(=O)C=1NC2=CC=C(C=C2C1C)Cl (5-chloro-3-methyl-1H-indole-2-carboxylic acid ethyl ester), O1CCCC1 (Tetrahydrofuran). Solvent: CO (methanol). Reaction conditions: temperature 25 celsius, time 18 hour. The product is ClC=1C=C2C(=C(NC2=CC1)C(=O)O)C (5-Chloro-3-methyl-1H-indole-2-carboxylic acid). Reaction SMILES: [OH-].[Na+].C([O:5][C:6]([C:8]1[NH:9][C:10]2[C:15]([C:16]=1[CH3:17])=[CH:14][C:13]([Cl:18])=[CH:12][CH:11]=2)=[O:7])C.O1CCCC1>CO>[Cl:18][C:13]1[CH:14]=[C:15]2[C:10](=[CH:11][CH:12]=1)[NH:9][C:8]([C:6]([OH:7])=[O:5])=[C:16]2[CH3:17] |f:0.1|. Procedure details: 2N NaOH (20 mL) was added to a suspension of 5-chloro-3-methyl-1H-indole-2-carboxylic acid ethyl ester (7.0 g, 29.4 mmol) in methanol (50 mL) and the resulting mixture stirred at 25° C. for 18 hours. Tetrahydrofuran (100 mL) was added and the resulting solution heated at reflux for 30 minutes and concentrated. The residue was dissolved in water and the resulting solution extracted twice with ethyl acetate. The aqueous layer was acidified and the precipitate collected by filtration and washed wit... The reactants are C(C)(C)(C)OC(NCC1CCN(O1)CC1=CC=CC=C1)=O ((2-Benzyl-isoxazolidin-5-ylmethyl)-carbamic acid tert-butyl ester), FC(C(=O)O)(F)F (trifluoroacetic acid). Run in ClCCl (dichloromethane). Reaction conditions: time 4 hour. Yields the product C(C1=CC=CC=C1)N1OC(CC1)CN (C-(2-Benzyl-isoxazolidin-5-yl)-methylamine). As a reaction SMILES: C(OC(=O)[NH:7][CH2:8][CH:9]1[O:13][N:12]([CH2:14][C:15]2[CH:20]=[CH:19][CH:18]=[CH:17][CH:16]=2)[CH2:11][CH2:10]1)(C)(C)C.FC(F)(F)C(O)=O>ClCCl>[CH2:14]([N:12]1[CH2:11][CH2:10][CH:9]([CH2:8][NH2:7])[O:13]1)[C:15]1[CH:16]=[CH:17][CH:18]=[CH:19][CH:20]=1. Procedure details: A solution of (2-benzyl-isoxazolidin-5-ylmethyl)-carbamic acid tert-butyl ester (Step A, 0.5 g) in dichloromethane (10 ml) was treated with trifluoroacetic acid (1.95 g). The solution was stirred at room temperature for 4 hours then concentrated in vacuo to afford the crude title product, which was used directly for the next step. LCMS (Method F) 0.20 min, M+H 194. Reaction SMILES: [Cl:1][C:2]1[CH:3]=[C:4]([CH2:37][OH:38])[CH:5]=[N:6][C:7]=1[N:8]1[CH2:13][CH2:12][N:11]([C:14]2[NH:18][C:17]3[C:19]([C:27]4[CH:32]=[C:31]([F:33])[C:30]([F:34])=[C:29]([F:35])[CH:28]=4)=[CH:20][C:21]([C:23]([F:26])([F:25])[F:24])=[CH:22][C:16]=3[N:15]=2)[C@H:10]([CH3:36])[CH2:9]1>O=[Mn]=O>[Cl:1][C:2]1[CH:3]=[C:4]([CH:37]=[O:38])[CH:5]=[N:6][C:7]=1[N:8]1[CH2:13][CH2:12][N:11]([C:14]2[NH:18][C:17]3[C:19]([C:27]4[CH:28]=[C:29]([F:35])[C:30]([F:34])=[C:31]([F:33])[CH:32]=4)=[CH:20][C:21]([C:23]([F:25])([F:24])[F:26])=[CH:22][C:16]=3[N:15]=2)[C@H:10]([CH3:36])[CH2:9]1. Procedure details: (5-Chloro-6-{(3R)-3-methyl-4-[6-trifluoromethyl-4-(3,4,5-trifluoro-phenyl)-1H-benzoimidazol-2-yl]-piperazin-1-yl}-pyridin-3-yl)-methanol (110 mg, 0.2 mmol, Example 162) reacted with MnO2 (348 mg, 4.0 mmol, Aldrich) under the conditions of Example 154a to give the title compound as a gum, which is was used in the next step without additional purification. MS ESI, pos. ion) m/e: 554 (M+1). The reagents and catalysts are O=[Mn]=O (MnO2). Starting materials: ClC=1C=C(C=NC1N1C[C@H](N(CC1)C1=NC2=C(N1)C(=CC(=C2)C(F)(F)F)C2=CC(=C(C(=C2)F)F)F)C)CO ((5-Chloro-6-{(3R)-3-methyl-4-[5-trifluoromethyl-7-(3,4,5-trifluoro-phenyl)-1H-benzoimidazol-2-yl]-piperazin-1-yl}-pyridin-3-yl)-methanol). The product is ClC=1C=C(C=NC1N1C[C@H](N(CC1)C1=NC2=C(N1)C(=CC(=C2)C(F)(F)F)C2=CC(=C(C(=C2)F)F)F)C)C=O (5-Chloro-6-{(3R)-3-methyl-4-[5-trifluoromethyl-7-(3,4,5-trifluoro-phenyl)-1H-benzoimidazol-2-yl]-piperazin-1-yl}-pyridine-3-carbaldehyde). The reactants are Cc1cc(SCCCCOc2ccc3c(c2)C(C)(C)OC(=O)N3)ccc1Br, CC(=O)O, O, OO. The product is Cc1cc(S(=O)CCCCOc2ccc3c(c2)C(C)(C)OC(=O)N3)ccc1Br. As a reaction SMILES: [Br:1][c:2]1[c:3]([CH3:27])[cH:4][c:5]([S:8][CH2:9][CH2:10][CH2:11][CH2:12][O:13][c:14]2[cH:15][cH:16][c:17]3[c:18]([cH:26]2)[C:19]([CH3:24])([CH3:25])[O:20][C:21](=[O:23])[NH:22]3)[cH:6][cH:7]1.[CH3:31][C:32](=[O:33])[OH:34].[OH2:30].[OH:28][OH:29]>>[Br:1][c:2]1[c:3]([CH3:27])[cH:4][c:5]([S:8]([CH2:9][CH2:10][CH2:11][CH2:12][O:13][c:14]2[cH:15][cH:16][c:17]3[c:18]([cH:26]2)[C:19]([CH3:24])([CH3:25])[O:20][C:21](=[O:23])[NH:22]3)=[O:28])[cH:6][cH:7]1. Starting materials: CC12C=CC(C(C1)[N+](=O)[O-])(O2)C (1,4-dimethyl-5-nitro-7-oxabicyclo[2.2.1]hept-2-ene), [H][H] (hydrogen), [H][H] (hydrogen). The reagents and catalysts are C (charcoal), [Pd] (palladium). The solvent is C(C)O (ethanol). Yields the product CC12C(CC(CC1)(O2)C)[N+](=O)[O-] (1,4-Dimethyl-2-nitro-7-oxabicyclo[2.2.1]heptane). Yield: 86.2%. Reaction SMILES: [CH3:1][C:2]12[O:11][C:5]([CH3:12])([CH:6]([N+:8]([O-:10])=[O:9])[CH2:7]1)[CH:4]=[CH:3]2.[H][H]>C.[Pd].C(O)C>[CH3:12][C:5]12[O:11][C:2]([CH3:1])([CH2:3][CH2:4]1)[CH2:7][CH:6]2[N+:8]([O-:10])=[O:9]. Procedure details: 5.5 g of 1,4-dimethyl-5-nitro-7-oxabicyclo[2.2.1]hept-2-ene was placed in a 1/2 liter Parr bomb with 50 ml of ethanol and 10% palladium on powdered charcoal catalyst. The bomb was charged with hydrogen gas under 50 lb pressure. After using 3 lb of hydrogen gas, the reaction mixture was removed from the bomb, filtered to remove the catalyst, and stripped. The residue taken up in ether, was washed with water, dried (MgSO4), filtered and stripped to yield 4.8 g of the desired product as a brownish ... The reactants are CCN(CC)S(F)(F)F (DAST), C(C#CC)OC1=NC=NC(=C1)OCC(C)(C)O (4-(2-butynyloxy)-6-(2-hydroxy-2-methylpropyloxy)pyrimidine), O (water). Solvent: C(Cl)(Cl)Cl (chloroform), C(Cl)(Cl)Cl (chloroform), solution. Conditions: time 30 minute. Yields the product C(C#CC)OC1=NC=NC(=C1)OCC(C)(C)F (4-(2-butynyloxy)-6-(2-fluoro-2-methylpropyloxy)pyrimidine). Yield: 63.1%. RXN SMILES: [CH2:1]([O:5][C:6]1[CH:11]=[C:10]([O:12][CH2:13][C:14](O)([CH3:16])[CH3:15])[N:9]=[CH:8][N:7]=1)[C:2]#[C:3][CH3:4].CCN(S(F)(F)[F:24])CC.O>C(Cl)(Cl)Cl>[CH2:1]([O:5][C:6]1[CH:11]=[C:10]([O:12][CH2:13][C:14]([F:24])([CH3:16])[CH3:15])[N:9]=[CH:8][N:7]=1)[C:2]#[C:3][CH3:4]. Procedure: First, 0.33 g of 4-(2-butynyloxy)-6-(2-hydroxy-2-methylpropyloxy)pyrimidine was dissolved in 3 ml of chloroform, to which 0.5 ml of a solution containing 0.25 g of DAST in chloroform was added dropwise at 0° C., followed by stirring for 30 minutes. The reaction mixture was then poured into water, which was extracted three times with chloroform. The combined organic layers were washed with a saturated aqueous sodium chloride solution, dried over anhydrous magnesium sulfate, and then concentrated.... Starting materials: C1CCOC1, OCC(CO)Oc1ccc(F)cc1, [H-], CI, [Na+]. The product is COCC(CO)Oc1ccc(F)cc1. As a reaction SMILES: [CH2:18]1[O:19][CH2:20][CH2:21][CH2:22]1.[F:1][c:2]1[cH:3][cH:4][c:5]([O:6][CH:7]([CH2:8][OH:9])[CH2:10][OH:11])[cH:12][cH:13]1.[H-:14].[I:16][CH3:17].[Na+:15]>>[F:1][c:2]1[cH:3][cH:4][c:5]([O:6][CH:7]([CH2:8][OH:9])[CH2:10][O:11][CH3:17])[cH:12][cH:13]1. Reactants: N1C(CCC1)=O (pyrrolidin-2-one), BrC1=CC(=C(C=C1)C(=O)N1CCN(CC1)C1=NC=C(C=C1C)C)C ((4-bromo-2-methylphenyl)[4-(3,5-dimethylpyridin-2-yl)piperazin-1-yl]methanone). Yields the product CC=1C(=NC=C(C1)C)N1CCN(CC1)C(=O)C1=C(C=C(C=C1)N1C(CCC1)=O)C (1-{4-[4-(3,5-dimethylpyridin-2-yl)piperazine-1-carbonyl]-3-methylphenyl}pyrrolidin-2-one). Yield: 44.9%. Reaction SMILES: [NH:1]1[CH2:5][CH2:4][CH2:3][C:2]1=[O:6].Br[C:8]1[CH:13]=[CH:12][C:11]([C:14]([N:16]2[CH2:21][CH2:20][N:19]([C:22]3[C:27]([CH3:28])=[CH:26][C:25]([CH3:29])=[CH:24][N:23]=3)[CH2:18][CH2:17]2)=[O:15])=[C:10]([CH3:30])[CH:9]=1>>[CH3:28][C:27]1[C:22]([N:19]2[CH2:18][CH2:17][N:16]([C:14]([C:11]3[CH:12]=[CH:13][C:8]([N:1]4[CH2:5][CH2:4][CH2:3][C:2]4=[O:6])=[CH:9][C:10]=3[CH3:30])=[O:15])[CH2:21][CH2:20]2)=[N:23][CH:24]=[C:25]([CH3:29])[CH:26]=1. Procedure details: Using pyrrolidin-2-one (47 mg) and (4-bromo-2-methylphenyl)[4-(3,5-dimethylpyridin-2-yl)piperazin-1-yl]methanone (194 mg) described in Preparation Example 118 and by the reaction and treatment in the same manner as in Example 1, the title compound (88 mg) was obtained. The reactants are NCC=1N2C(SC1)=CN=C2 (3-aminomethylimidazo[5,1-b]thiazole), ON1N=NC2=C1C=CC=C2 (1-hydroxybenzotriazole), C1(CCCCC1)N=C=NC1CCCCC1 (1,3-dicyclohexylcarbodiimide), C(C=C)OC(=O)NCC(=O)O (N-allyloxycarbonyl glycine). The solvent is CN(C)C=O (DMF), ClCCl (dichloromethane), ClCCl (dichloromethane). The product is C(C=C)OC(=O)NCC(=O)NCC=1N2C(SC1)=CN=C2 (3-[(allyloxycarbonylaminomethyl)carbonylamino]methyl imidazo[5,1-b]thiazole). RXN SMILES: [CH2:1]([O:4][C:5]([NH:7][CH2:8][C:9]([OH:11])=O)=[O:6])[CH:2]=[CH2:3].ON1C2C=CC=CC=2N=N1.C1(N=C=NC2CCCCC2)CCCCC1.[NH2:37][CH2:38][C:39]1[N:40]2[CH:46]=[N:45][CH:44]=[C:41]2[S:42][CH:43]=1>CN(C=O)C.ClCCl>[CH2:1]([O:4][C:5]([NH:7][CH2:8][C:9]([NH:37][CH2:38][C:39]1[N:40]2[CH:46]=[N:45][CH:44]=[C:41]2[S:42][CH:43]=1)=[O:11])=[O:6])[CH:2]=[CH2:3]. Procedure details: A 5 ml portion of a dichloromethane solution containing 307 mg of N-allyloxycarbonyl glycine was cooled on ice, and 287 mg of 1-hydroxybenzotriazole and 438 mg of 1,3-dicyclohexylcarbodiimide were further added to the cooled mixture, followed by stirring under ice-cooling for 2 hours. Further, 5 ml of dichloromethane containing 3-aminomethylimidazo[5,1-b]thiazole and 10 ml of DMF were added thereto, and dichloromethane was then evaporated under reduced pressure, followed by stirring at room temp...